Dataset: the Open Reaction Database (ORD), a public repository of structured organic reaction records. Task: describe an organic reaction: reactants, conditions, products, and yield Reactants: ClCCl, CN(C)C=O, O=C(O)C(CC1CCCC1)c1ccc(Cl)c(Cl)c1, CCN(C(C)C)C(C)C, O=C(Cl)C(=O)Cl, Nc1nc2ccc(F)cc2s1, C1CCOC1. Product: O=C(Nc1nc2ccc(F)cc2s1)C(CC1CCCC1)c1ccc(Cl)c(Cl)c1. RXN SMILES: [CH2:45]([Cl:46])[Cl:47].[CH3:53][N:54]([CH3:55])[CH:56]=[O:57].[CH:1]1([CH2:6][CH:7]([C:8](=[O:9])[OH:10])[c:11]2[cH:12][c:13]([Cl:18])[c:14]([Cl:17])[cH:15][cH:16]2)[CH2:2][CH2:3][CH2:4][CH2:5]1.[CH:36]([N:37]([CH2:38][CH3:39])[CH:40]([CH3:41])[CH3:42])([CH3:43])[CH3:44].[Cl:19][C:20]([C:21]([Cl:22])=[O:23])=[O:24].[F:25][c:26]1[cH:27][c:28]2[c:29]([n:30][c:31]([NH2:33])[s:32]2)[cH:34][cH:35]1.[O:48]1[CH2:49][CH2:50][CH2:51][CH2:52]1>>[CH:1]1([CH2:6][CH:7]([C:8](=[O:10])[NH:33][c:31]2[n:30][c:29]3[c:28]([cH:27][c:26]([F:25])[cH:35][cH:34]3)[s:32]2)[c:11]2[cH:12][c:13]([Cl:18])[c:14]([Cl:17])[cH:15][cH:16]2)[CH2:2][CH2:3][CH2:4][CH2:5]1.